This data is from the Open Reaction Database (ORD), a public repository of structured organic reaction records. The task is: describe an organic reaction: reactants, conditions, products, and yield The reactants are CC1=CC=C(SC(C(=O)OC)CC2=CC=C(C=C2)OCCNC(C2=CC=C(C=C2)C2=NC=CC=C2)=O)C=C1 (methyl 2-(4-methylthiophenoxy)-3-[4-[2-(4-pyridine-2-ylbenzoylamino)ethoxy]phenyl]propionate), product, [OH-].[Na+] (sodium hydroxide). The product is CC1=CC=C(SC(C(=O)O)CC2=CC=C(C=C2)OCCNC(C2=CC=C(C=C2)C2=NC=CC=C2)=O)C=C1 (2-(4-Methylthiophenoxy)-3-[4-[2-(4-pyridine-2-ylbenzoylamino)ethoxy]phenyl]propionic acid). Isolated yield 77.4%. Reaction SMILES: [CH3:1][C:2]1[CH:38]=[CH:37][C:5]([S:6][CH:7]([CH2:12][C:13]2[CH:18]=[CH:17][C:16]([O:19][CH2:20][CH2:21][NH:22][C:23](=[O:36])[C:24]3[CH:29]=[CH:28][C:27]([C:30]4[CH:35]=[CH:34][CH:33]=[CH:32][N:31]=4)=[CH:26][CH:25]=3)=[CH:15][CH:14]=2)[C:8]([O:10]C)=[O:9])=[CH:4][CH:3]=1.[OH-].[Na+]>>[CH3:1][C:2]1[CH:3]=[CH:4][C:5]([S:6][CH:7]([CH2:12][C:13]2[CH:14]=[CH:15][C:16]([O:19][CH2:20][CH2:21][NH:22][C:23](=[O:36])[C:24]3[CH:29]=[CH:28][C:27]([C:30]4[CH:35]=[CH:34][CH:33]=[CH:32][N:31]=4)=[CH:26][CH:25]=3)=[CH:17][CH:18]=2)[C:8]([OH:10])=[O:9])=[CH:37][CH:38]=1 |f:1.2|. Reported procedure: In a similar manner to that described in Example 2, methyl 2-(4-methylthiophenoxy)-3-[4-[2-(4-pyridine-2-ylbenzoylamino)ethoxy]phenyl]propionate (203 mg), which is the product of Example 130, was reacted with aqueous sodium hydroxide solution (1N, 0.74 ml) and the reaction mixture was treated to give the title compound (153 mg) as colorless crystals. Reactants: Cl (HCl), Cl.ClC=1C=C(COC2(CC=C(C=C2)N)OCC)C=CC1 (4-(3-chlorobenzyloxy)phenetylamine hydrochloride), ClCC(=O)N (chloroacetamide), C([O-])([O-])=O.[K+].[K+] (potassium carbonate). Run in C(C)O (ethanol), C(C)O (ethanol). Run at time 40 hour. Product: Cl.ClC=1C=C(COC2(CC=C(C=C2)NCC(=O)N)OCC)C=CC1 ([4-(3-chlorobenzyloxy)phenetyl]aminoacetamide, hydrochloride). As a reaction SMILES: Cl.[Cl:2][C:3]1[CH:4]=[C:5]([CH:18]=[CH:19][CH:20]=1)[CH2:6][O:7][C:8]1([O:15][CH2:16][CH3:17])[CH:13]=[CH:12][C:11]([NH2:14])=[CH:10][CH2:9]1.Cl[CH2:22][C:23]([NH2:25])=[O:24].C(=O)([O-])[O-].[K+].[K+].Cl>C(O)C>[ClH:2].[Cl:2][C:3]1[CH:4]=[C:5]([CH:18]=[CH:19][CH:20]=1)[CH2:6][O:7][C:8]1([O:15][CH2:16][CH3:17])[CH:9]=[CH:10][C:11]([NH:14][CH2:22][C:23]([NH2:25])=[O:24])=[CH:12][CH2:13]1 |f:0.1,3.4.5,8.9|. Reported procedure: 31 g (0.104 mol) of 4-(3-chlorobenzyloxy)phenetylamine hydrochloride are suspended in 450 ml of anhydrous ethanol. To this mixture, 9.7 g (0.104 mol) of chloroacetamide and 28.8 g (0.208 mol) of anhydrous potassium carbonate are added. After heating to reflux, stirring is continued for 40 hours. The hot mixture is filtered, then evaporated to dryness and the crude residue chromatographed on silica gel (eluant CHCl3/MeOH/conc. NH4OH; 97/3/0.3). The free compound obtained (20.2 g; 60.7%) is treate... Starting materials: CC1=C(C=CC(=C1)[N+](=O)[O-])N=C1NC2(CS1)CCCC2 (2-(2-methyl-4-nitrophenylimino)-3-thia-1-azaspiro[4.4]nonane), C1(CC1)CBr (cyclopropylmethyl bromide). The product is CC1=C(C=CC(=C1)[N+](=O)[O-])N=C1N(C2(CS1)CCCC2)CC2CC2 (2-(2-methyl-4-nitrophenylimino)-1-(cyclopropylmethyl)-3-thia-1-azaspiro[4.4]nonane). RXN SMILES: [CH3:1][C:2]1[CH:7]=[C:6]([N+:8]([O-:10])=[O:9])[CH:5]=[CH:4][C:3]=1[N:11]=[C:12]1[S:16][CH2:15][C:14]2([CH2:20][CH2:19][CH2:18][CH2:17]2)[NH:13]1.[CH:21]1([CH2:24]Br)[CH2:23][CH2:22]1>>[CH3:1][C:2]1[CH:7]=[C:6]([N+:8]([O-:10])=[O:9])[CH:5]=[CH:4][C:3]=1[N:11]=[C:12]1[S:16][CH2:15][C:14]2([CH2:17][CH2:18][CH2:19][CH2:20]2)[N:13]1[CH2:24][CH:21]1[CH2:23][CH2:22]1. Reported procedure: 1-Hydroxymethylcyclopentanamine was prepared according to Method B1c. The 2-hydroxyethylamine was converted to 1-chloromethylcyclopentanamine HCl salt according to Method B7e. 1-Chloromethylcyclopentanamine HCl salt was reacted with 2-methyl-4-nitrophenyl isothiocyanate according to Method C1e to give 2-(2-methyl-4-nitrophenylimino)-3-thia-1-azaspiro[4.4]nonane. The thiazolidine was reacted with cyclopropylmethyl bromide according to Method D2e to give 2-(2-methyl-4-nitrophenylimino)-1-(cyclopro... Reactants: NC=1C=C2C(NC=3N(C2=CC1)N=C(C3C(=O)N)C3=CC=C(C=C3)OC3=CC=CC=C3)=O (7-amino-5-oxo-2-(4-phenoxyphenyl)-4,5-dihydropyrazolo[1,5-a]quinazoline-3-carboxamide), C(C=C)(=O)Cl (acryloyl chloride), compound 8. Product: C(C=C)(=O)NC=1C=C2C(NC=3N(C2=CC1)N=C(C3C(=O)N)C3=CC=C(C=C3)OC3=CC=CC=C3)=O (7-Acrylamido-5-oxo-2-(4-phenoxyphenyl)-4,5-dihydropyrazolo[1,5-a]quinazoline-3-carboxamide). Reaction SMILES: [NH2:1][C:2]1[CH:3]=[C:4]2[C:9](=[CH:10][CH:11]=1)[N:8]1[N:12]=[C:13]([C:18]3[CH:23]=[CH:22][C:21]([O:24][C:25]4[CH:30]=[CH:29][CH:28]=[CH:27][CH:26]=4)=[CH:20][CH:19]=3)[C:14]([C:15]([NH2:17])=[O:16])=[C:7]1[NH:6][C:5]2=[O:31].[C:32](Cl)(=[O:35])[CH:33]=[CH2:34]>>[C:32]([NH:1][C:2]1[CH:3]=[C:4]2[C:9](=[CH:10][CH:11]=1)[N:8]1[N:12]=[C:13]([C:18]3[CH:19]=[CH:20][C:21]([O:24][C:25]4[CH:30]=[CH:29][CH:28]=[CH:27][CH:26]=4)=[CH:22][CH:23]=3)[C:14]([C:15]([NH2:17])=[O:16])=[C:7]1[NH:6][C:5]2=[O:31])(=[O:35])[CH:33]=[CH2:34]. Procedure: Compound 78 was prepared from 7-amino-5-oxo-2-(4-phenoxyphenyl)-4,5-dihydropyrazolo[1,5-a]quinazoline-3-carboxamide and acryloyl chloride according to the procedure similar to that for compound 8. 1H NMR (400 MHz, DMSO-d6) δ 11.37 (s, 1H), 10.77 (s, 1H), 8.65 (s, 1H), 8.24 (d, J=8 Hz, 1H), 8.15 (d, J=8 Hz, 1H), 7.85 (d, J=7.6 Hz, 2H), 7.48-7.52 (m, 2H), 7.2-7.15 (m, 5H), 6.57 (dd, J=9.2, 18.0 Hz, 1H), 6.37 (d, J=18.0 Hz, 1H), 5.87 (d, J=9.2 Hz, 1H). MS (ESI, m/e) [M+1]+ 466.1. The reactants are C(C)(C)NCCCN (N-isopropyl-1,3-propanediamine), C=O (HCHO). The solvent is C(C)(C)O (isopropyl alcohol). The product is C(C)(C)N1CNCCC1 (N-isopropylhexahydropyrimidine). The yield is 78.0%. Reaction SMILES: [CH:1]([NH:4][CH2:5][CH2:6][CH2:7][NH2:8])([CH3:3])[CH3:2].[CH2:9]=O>C(O)(C)C>[CH:1]([N:4]1[CH2:5][CH2:6][CH2:7][NH:8][CH2:9]1)([CH3:3])[CH3:2]. Procedure: A solution of N-isopropyl-1,3-propanediamine (116 g, 1 M) in isopropyl alcohol (1 l ) maintained ca 10° was treated dropwise with 40% aqueous HCHO solution (75 ml, 1 M). After 1 hour the solvents were evaporated under reduced pressure and the residue distilled to give N-isopropylhexahydropyrimidine (100 g, 78%), Bp 65° /20 mbar. The reactants are aqueous solution, Cl (hydrochloric acid), resultant solution, [OH-].[Na+] (sodium hydroxide), NCC(O)C1=CC=CC=C1 (2-amino-1-phenylethanol), N([C@@H](CC1=CC=C(C=C1)O)C(=O)O)C(=O)OC(C)(C)C (Boc-L-Tyr). Procedure details: To 15 ml of 1N aqueous solution of hydrochloric acid was added 3.38 g of the concentrate of the reaction products containing 15.0 mmol of 2-amino-1-phenylethanol obtained in the same manner as in Example 295. The resultant solution was added with 7.5 ml of 1N sodium hydroxide solution containing 2.10 g of Boc-L-Tyr (7.5 mmol) with stirring slowly to precipitate or crystallize crystals. The crystals were isolated by filtration to give 2.49 g (5.5 mmol) of (R)-2-amino-1-(3-chlorophenyl)ethanol.Boc... Reaction SMILES: [ClH:1].[NH2:2][CH2:3][CH:4]([C:6]1[CH:11]=[CH:10][CH:9]=[CH:8][CH:7]=1)[OH:5].[OH-].[Na+].N(C(OC(C)(C)C)=O)[C@H](C(O)=O)CC1C=CC(O)=CC=1>>[NH2:2][CH2:3][C@@H:4]([C:6]1[CH:11]=[CH:10][CH:9]=[C:8]([Cl:1])[CH:7]=1)[OH:5] |f:2.3|. Product: NC[C@H](O)C1=CC(=CC=C1)Cl ((R)-2-amino-1-(3-chlorophenyl)ethanol). Reactants: C(C)(C)(C)OC(NC1CCC(CC1)CNC1=NC(=NC=C1Br)NCC1=C(C=CC=C1)OC(F)(F)F)=O ((4-{[5-Bromo-2-(2-trifluoromethoxy-benzylamino)-pyrimidin-4-ylamino]-methyl}-cyclohexyl)-carbamic acid tert-butyl ester), C(=O)(C(F)(F)F)O (TFA). Solvent: C(Cl)Cl (CH2Cl2). Run at temperature 25 celsius, time 1 hour. Product: N[C@@H]1CC[C@H](CC1)CNC1=NC(=NC=C1Br)NCC1=C(C=CC=C1)OC(F)(F)F (N4-[(trans-4-aminocyclohexyl)methyl]-5-bromo-N2-[2-(trifluoromethoxy)benzyl]pyrimidine-2,4-diamine). Yield: 73.0%. RXN SMILES: C(OC(=O)[NH:7][CH:8]1[CH2:13][CH2:12][CH:11]([CH2:14][NH:15][C:16]2[C:21]([Br:22])=[CH:20][N:19]=[C:18]([NH:23][CH2:24][C:25]3[CH:30]=[CH:29][CH:28]=[CH:27][C:26]=3[O:31][C:32]([F:35])([F:34])[F:33])[N:17]=2)[CH2:10][CH2:9]1)(C)(C)C.C(O)(C(F)(F)F)=O>C(Cl)Cl>[NH2:7][C@H:8]1[CH2:9][CH2:10][C@H:11]([CH2:14][NH:15][C:16]2[C:21]([Br:22])=[CH:20][N:19]=[C:18]([NH:23][CH2:24][C:25]3[CH:30]=[CH:29][CH:28]=[CH:27][C:26]=3[O:31][C:32]([F:33])([F:34])[F:35])[N:17]=2)[CH2:12][CH2:13]1. Reported procedure: (4-{[5-Bromo-2-(2-trifluoromethoxy-benzylamino)-pyrimidin-4-ylamino]-methyl}-cyclohexyl)-carbamic acid tert-butyl ester (75 mg, 0.13 mmol) was dissolved in CH2Cl2 (2 mL). To this solution was added TFA (2 mL) and the reaction was stirred at 25° C. for 1 h. The volatiles were removed in vacuo. The crude was redissolved in CH2Cl2 and poured into 10% aqueous NaHCO3. The aqueous phase was separated and extracted two more times with CH2Cl2. The organic layers were combined, dried (Na2SO4), decanted a...